This data is from the Open Reaction Database (ORD), a public repository of structured organic reaction records. The task is: describe an organic reaction: reactants, conditions, products, and yield The reactants are FC=1C=CC=C(N)C1 (5-fluoroaniline), FC(C(=O)O)(F)F (trifluoroacetic acid), ice water. The product is C(C#C)N1C(=NC2=C1C=CC(=C2)F)C(F)(F)F (1-(2-propyn-1-yl)-2-trifluoromethyl-5-fluorobenzimidazole). As a reaction SMILES: [F:1][C:2]1[CH:3]=[CH:4][CH:5]=[C:6]([CH:8]=1)[NH2:7].[F:9][C:10]([F:15])([F:14])[C:11](O)=O>>[CH2:6]([N:7]1[C:5]2[CH:4]=[CH:3][C:2]([F:1])=[CH:8][C:6]=2[N:7]=[C:11]1[C:10]([F:15])([F:14])[F:9])[C:5]#[CH:4]. Procedure details: Under a nitrogen atmosphere, a stirred solution of 5.0 grams (0.030 mole) of 2-propyn-1-ylamino)-5-fluoroaniline in 70 mL of trifluoroacetic acid was heated at reflux for 1.5 hours. The reaction mixture was then cooled to ambient temperature and poured into ice water. The mixture was extracted thoroughly with portions of diethyl ether. The combined extracts were washed with an aqueous solution saturated with sodium bicarbonate and then dried with magnesium sulfate. The mixture was filtered, and ...